From a dataset of the Open Reaction Database (ORD), a public repository of structured organic reaction records. describe an organic reaction: reactants, conditions, products, and yield Reactants: Cc1ccc2[nH]ccc2c1Br, [H-], CI, [Na+], CN(C)C=O. Product: Cc1ccc2c(ccn2C)c1Br. Reaction SMILES: [Br:1][c:2]1[c:3]2[cH:4][cH:5][nH:6][c:7]2[cH:8][cH:9][c:10]1[CH3:11].[H-:12].[I:14][CH3:15].[Na+:13].[O:16]=[CH:17][N:18]([CH3:19])[CH3:20]>>[Br:1][c:2]1[c:3]2[cH:4][cH:5][n:6]([CH3:15])[c:7]2[cH:8][cH:9][c:10]1[CH3:11]. Yields the product O=c1c(C(F)(F)F)c(O)ccn1CC1CC1. Starting materials: O=c1c(C(F)(F)F)c(OCc2ccccc2)ccn1CC1CC1, CCO. RXN SMILES: [CH2:1]([c:2]1[cH:3][cH:4][cH:5][cH:6][cH:7]1)[O:8][c:9]1[c:10]([C:20]([F:21])([F:22])[F:23])[c:11](=[O:19])[n:12]([CH2:15][CH:16]2[CH2:17][CH2:18]2)[cH:13][cH:14]1.[CH3:24][CH2:25][OH:26]>>[OH:8][c:9]1[c:10]([C:20]([F:21])([F:22])[F:23])[c:11](=[O:19])[n:12]([CH2:15][CH:16]2[CH2:17][CH2:18]2)[cH:13][cH:14]1. Starting materials: BrC1=C2COC(=O)C2=CC=C1[N+](=O)[O-] (4-bromo-5-nitrophthalide), O (water), N (ammonia). Reagents/catalysts: S(=O)(=O)([O-])[O-].[Fe+2] (iron(II) sulfate). Run in C(C)O (ethanol). Conditions: temperature 60 celsius, time 2 hour. Product: BrC1=C2COC(=O)C2=CC=C1N (4-bromo-5-aminophthalide). Isolated yield 70.3%. RXN SMILES: [Br:1][C:2]1[C:11]([N+:12]([O-])=O)=[CH:10][CH:9]=[C:8]2[C:3]=1[CH2:4][O:5][C:6]2=[O:7].O.N>C(O)C.S([O-])([O-])(=O)=O.[Fe+2]>[Br:1][C:2]1[C:11]([NH2:12])=[CH:10][CH:9]=[C:8]2[C:3]=1[CH2:4][O:5][C:6]2=[O:7] |f:4.5|. Procedure details: 6.6 g of 4-bromo-5-nitrophthalide is dissolved in 45 ml of ethanol and added in drops to a mixture of 65 g of iron(II) sulfate, 220 ml of water and 65 ml of ammonia (33%) that is heated to 60° C. and thoroughly stirred. After 2 hours at 60° C., the mixture is absorptively precipitated five times with 200 ml of diethyl ether. The diethyl ether phases are concentrated by evaporation. As a residue, 4.1 g of 4-bromo-5-aminophthalide is obtained, flash point 176-180° C. Reactants: ClC(=C)CCl (2,3-dichloro-1-propene), halide, C(CCC)[Li] (n-butyllithium), C(CC(C)C)(=O)OCC (ethyl isovalerate), C(C)(C)NC(C)C (diisopropylamine). Solvent: O1CCCC1 (tetrahydrofuran). Conditions: temperature -4 celsius, time 30 minute. The product is ClC(CC(C(=O)OCC)C(C)C)=C (ethyl 4-chloro-2-isopropyl-4-pentenoate). Yield: 45.6%. As a reaction SMILES: C(NC(C)C)(C)C.C([Li])CCC.[C:13]([O:19][CH2:20][CH3:21])(=[O:18])[CH2:14][CH:15]([CH3:17])[CH3:16].[Cl:22][C:23]([CH2:25]Cl)=[CH2:24]>O1CCCC1>[Cl:22][C:23](=[CH2:24])[CH2:25][CH:14]([CH:15]([CH3:17])[CH3:16])[C:13]([O:19][CH2:20][CH3:21])=[O:18]. Reported procedure: A 1 liter flask was equipped with a mechanical stirrer, reflux condenser, nitrogen inlet, addition funnel, and thermometer. The flask was charged with 200 ml of tetrahydrofuran (THF) and 31.37 g (0.300 mol) of diisopropylamine and cooled to -4° C. The n-butyllithium solution (265 ml of 1.6M, 0.424 mol) was added dropwise at -4° to -6° C. over 22 minutes. The reaction mixture was then stirred for 30 minutes at -4° C. and then 39.06 g (0.300 mol) of ethyl isovalerate added over 15 minutes. The rea...